This data is from the Open Reaction Database (ORD), a public repository of structured organic reaction records. The task is: describe an organic reaction: reactants, conditions, products, and yield The reactants are CC(CCC12C(=O)NC(C1C=CC=C2)=O)(CCOCOCC2=CC=CC=C2)C (1-(3,3-dimethyl-5-benzyloxymethoxypentyl)phthalimide), Cl (HCl). Run in CO (methanol). Reaction conditions: temperature 60 celsius, time 3 hour. The product is CC(CCC12C(=O)NC(C1C=CC=C2)=O)(CCO)C (1-(3,3-dimethyl-5-hydroxypentyl)-phthalimide). The yield is 92.5%. RXN SMILES: [CH3:1][C:2]([CH3:28])([CH2:16][CH2:17][O:18]COCC1C=CC=CC=1)[CH2:3][CH2:4][C:5]12[CH:14]=[CH:13][CH:12]=[CH:11][CH:10]1[C:9](=[O:15])[NH:8][C:6]2=[O:7].Cl>CO>[CH3:1][C:2]([CH3:28])([CH2:16][CH2:17][OH:18])[CH2:3][CH2:4][C:5]12[CH:14]=[CH:13][CH:12]=[CH:11][CH:10]1[C:9](=[O:15])[NH:8][C:6]2=[O:7]. Procedure: To a solution of 5.70 g (14.9 mmol) of 1-(3,3-dimethyl-5-benzyloxymethoxypentyl)phthalimide in 70 ml of methanol was added 3.75 ml (45 mmol) of conc. HCl. The mixture was stirred for 3 hours at 60° C. The reaction mixture was cooled, and the solvent was distilled off. The residue was dissolved in 100 ml of water, to which was added 30 ml of 1N aqueous solution of sodium hydroxide. The mixture was extracted with dichloromethane. The extract solution was dried, and the solvent was distilled off. T... The yield is 73.4%. Solvent: C(Cl)Cl (CH2Cl2). Reaction SMILES: [CH3:1][C:2]1([CH3:16])[O:6][C@H:5]([C@H:7]([CH2:11][CH:12]([CH3:14])[CH3:13])[C:8]([OH:10])=[O:9])[C:4](=[O:15])[O:3]1.[F:17][C:18]1[C:23](O)=[C:22]([F:25])[C:21]([F:26])=[C:20]([F:27])[C:19]=1[F:28]>C(Cl)Cl>[F:17][C:18]1[C:23]([O:9][C:8](=[O:10])[C@H:7]([C@@H:5]2[C:4](=[O:15])[O:3][C:2]([CH3:1])([CH3:16])[O:6]2)[CH2:11][CH:12]([CH3:13])[CH3:14])=[C:22]([F:25])[C:21]([F:26])=[C:20]([F:27])[C:19]=1[F:28]. Procedure details: A solution of 2-(S)-(2,2-dimethyl-5-oxo-1.3-dioxolan-4-(R)-yl)-4-methylpentanoic acid (1.1 g, 4.78 mmole), pentafluorophenol (970 mg, 5.27 mmole), and 1-dimethylaminopropyl-3-ethyl carbodiimide methiodide (1.42 g, 4.78 mmole) in CH2Cl2 (25 ml) was stirred at 23° for 24 h. The reaction was washed with H2O, 5% aqueous K2CO3, H2O, dried (K2CO3), and the solvent evaporated, to yield the title compound (1.39 g, 74%). Starting materials: CC1(OC([C@H](O1)[C@@H](C(=O)O)CC(C)C)=O)C (2-(S)-(2,2-dimethyl-5-oxo-1.3-dioxolan-4-(R)-yl)-4-methylpentanoic acid), FC1=C(C(=C(C(=C1O)F)F)F)F (pentafluorophenol), 1-dimethylaminopropyl-3-ethyl carbodiimide methiodide. The product is FC1=C(C(=C(C(=C1OC([C@@H](CC(C)C)[C@H]1OC(OC1=O)(C)C)=O)F)F)F)F (2-(S)-(2,2-dimethyl-5-oxo-1.3-dioxolan-4-(R)-yl)-4-methylpentanoic acid pentafluorophenyl ester).